Dataset: the Open Reaction Database (ORD), a public repository of structured organic reaction records. Task: describe an organic reaction: reactants, conditions, products, and yield Reactants: O (Water), C(C)(=O)C1=CC=C(S1)C(=O)O (5-acetylthiophene-2-carboxylic acid), CC(C)(C)O (2-methyl-2-propanol), CCN=C=NCCCN(C)C (EDCI). The reagents and catalysts are CN(C)C=1C=CN=CC1 (DMAP). Solvent: CC(=O)N(C)C (DMA). Run at temperature 25 celsius, time 16 hour. Yields the product C(C)(=O)C1=CC=C(S1)C(=O)OC(C)(C)C (tert-butyl 5-acetylthiophene-2-carboxylate). Isolated yield 72.2%. Reaction SMILES: [C:1]([C:4]1[S:8][C:7]([C:9]([OH:11])=[O:10])=[CH:6][CH:5]=1)(=[O:3])[CH3:2].[CH3:12][C:13](O)([CH3:15])[CH3:14].CCN=C=NCCCN(C)C.O>CC(N(C)C)=O.CN(C1C=CN=CC=1)C>[C:1]([C:4]1[S:8][C:7]([C:9]([O:11][C:13]([CH3:15])([CH3:14])[CH3:12])=[O:10])=[CH:6][CH:5]=1)(=[O:3])[CH3:2]. Procedure: A solution of 5-acetylthiophene-2-carboxylic acid (7 g, 41 mmol) in DMA (100 mL) was treated with 2-methyl-2-propanol (54 mL, 576 mmol), DMAP (3 g, 25 mmol), and EDCI (9.9 g, 51.5 mmol). The resulting mixture was stirred at 25° C. for 16 h. Water (200 mL) was added and the mixture was extracted with ethyl ether (350 mL). The organic phase was washed with 1 N HCl (100 mL), water (3×100 mL), saturated aqueous NaHCO3 (100 mL), and brine (100 mL); dried (Na2SO4); filtered; and evaporated to afford 6... Starting materials: COc1ccc(-c2ccc(NNC(=O)OC(C)(C)C)nn2)c(OCC2CO2)c1, CC(C)(C)N, CO. Product: COc1ccc(-c2ccc(NNC(=O)OC(C)(C)C)nn2)c(OCC(O)CNC(C)(C)C)c1. As a reaction SMILES: [C:1]([CH3:2])([CH3:3])([CH3:4])[O:5][C:6](=[O:7])[NH:8][NH:9][c:10]1[cH:11][cH:12][c:13](-[c:16]2[c:17]([O:24][CH2:25][CH:26]3[CH2:27][O:28]3)[cH:18][c:19]([O:22][CH3:23])[cH:20][cH:21]2)[n:14][n:15]1.[C:29]([CH3:30])([CH3:31])([CH3:32])[NH2:33].[CH3:34][OH:35]>>[C:1]([CH3:2])([CH3:3])([CH3:4])[O:5][C:6](=[O:7])[NH:8][NH:9][c:10]1[cH:11][cH:12][c:13](-[c:16]2[c:17]([O:24][CH2:25][CH:26]([CH2:27][NH:33][C:29]([CH3:30])([CH3:31])[CH3:32])[OH:28])[cH:18][c:19]([O:22][CH3:23])[cH:20][cH:21]2)[n:14][n:15]1. Reactants: Cl (hydrochloric acid), OCCCCCCCCCCCCCCCC(=O)O (16-hydroxyhexadecanoic acid), [Si](C)(C)(C(C)(C)C)Cl (tert-butyldimethylsilyl chloride), N1C=NC=C1 (imidazole). Solvent: CO (methanol), C(C)OCC (diethyl ether), O1CCCC1 (tetrahydrofuran). Conditions: time 12 hour. Product: [Si](C)(C)(C(C)(C)C)OCCCCCCCCCCCCCCCC(=O)O (16-tert-butyldimethylsilyloxyhexadecanoic acid). The yield is 98.6%. Reaction SMILES: [OH:1][CH2:2][CH2:3][CH2:4][CH2:5][CH2:6][CH2:7][CH2:8][CH2:9][CH2:10][CH2:11][CH2:12][CH2:13][CH2:14][CH2:15][CH2:16][C:17]([OH:19])=[O:18].[Si:20](Cl)([C:23]([CH3:26])([CH3:25])[CH3:24])([CH3:22])[CH3:21].N1C=CN=C1.Cl>CO.C(OCC)C.O1CCCC1>[Si:20]([O:1][CH2:2][CH2:3][CH2:4][CH2:5][CH2:6][CH2:7][CH2:8][CH2:9][CH2:10][CH2:11][CH2:12][CH2:13][CH2:14][CH2:15][CH2:16][C:17]([OH:19])=[O:18])([C:23]([CH3:26])([CH3:25])[CH3:24])([CH3:22])[CH3:21]. Reported procedure: 50 ml of a dry tetrahydrofuran solution containing 1 g of 16-hydroxyhexadecanoic acid, 1.1 g of tert-butyldimethylsilyl chloride and 0.75 g of imidazole, was stirred at room temperature for 12 hours under an inert atmosphere of nitrogen gas. The solvent was distilled off under reduced pressure, and then 200 ml of ethyl acetate was added. The mixture was washed three times with 200 ml of a saturated sodium chloride aqueous solution. The organic layer was dried over anhydrous sodium sulfate, and t... Starting materials: C[C@H]1CC[C@@H]2[C@]13C[C@H]([C@](O3)(CC2=C)O)C(C)C (curcumol), [Mn](=O)(=O)(=O)[O-].[K+] (potassium permanganate). Run in C(C)(=O)O (acetic acid). The product is CC1=COC2=C1C(=O)/C=C(\CC/C=C(\C2)/C)/C (curzerenone). The yield is 63.0%. RXN SMILES: [CH3:1][C@@H:2]1[C@:6]23[O:10][C@:9](O)([CH2:11][C:12](=[CH2:13])[C@@H:5]2[CH2:4][CH2:3]1)[C@H:8]([CH:15]([CH3:17])[CH3:16])[CH2:7]3.[Mn]([O-])(=O)(=O)=[O:19].[K+]>C(O)(=O)C>[CH3:16][C:15]1[C:8]2[C:7]([CH:6]=[C:2]([CH3:1])[CH2:3][CH2:4][CH:5]=[C:12]([CH3:13])[CH2:11][C:9]=2[O:10][CH:17]=1)=[O:19] |f:1.2|. Procedure: 2.45 g (0.01 mol, 96%) of curcumol was dissolved in 40 mL of acetic acid, and to it was added an aqueous solution dissolved with 4 g potassium permanganate. The mixture was heated under reflux for several hours followed by removal of the organic solvent under vacuum. The mixture was extracted with 100 mL of 50% ethyl acetate and water. The ethyl acetate was washed with water several times and dried over anhydrous sodium sulfate. The solvent wad removed under vacuum to afford a dark solid. After ... Reactants: C1(CCCC1)C(C(=O)O)O (cyclopentyl-α-hydroxyacetic acid), Cl.N[C@@H](C)C(=O)NC1C(N(C2=C(N(C1=O)CC1CC1)C=CC=C2)CC2CC2)=O (3-(L-Alaninyl)amino-2,4-dioxo-1,5-bis-(cyclopropylmethyl)-2,3,4,5-tetrahydro-1H-1,5-benzodiazepine Hydrochloride). The product is C1(CCCC1)C(C(=O)N[C@@H](C)C(=O)C1(C(N(C2=C(N(C1=O)CC1CC1)C=CC=C2)CC2CC2)=O)N)O (3-[N′-(Cyclopentyl-α-hydroxyacetyl)-L-alaninyl]-amino-2,4dioxo-1,5-bis-(cyclopropylmethyl)-2,3,4,5-tetrahydro-1H-1,5-benzodiazepine). Reaction SMILES: [CH:1]1([CH:6]([OH:10])[C:7]([OH:9])=O)[CH2:5][CH2:4][CH2:3][CH2:2]1.Cl.N[C@H](C([NH:17][CH:18]1[C:24](=[O:25])[N:23]([CH2:26][CH:27]2[CH2:29][CH2:28]2)[C:22]2[CH:30]=[CH:31][CH:32]=[CH:33][C:21]=2[N:20]([CH2:34][CH:35]2[CH2:37][CH2:36]2)[C:19]1=[O:38])=O)C>>[CH:1]1([CH:6]([OH:10])[C:7]([NH:17][C@H:18]([C:24]([C:18]2([NH2:17])[C:24](=[O:25])[N:23]([CH2:26][CH:27]3[CH2:29][CH2:28]3)[C:22]3[CH:30]=[CH:31][CH:32]=[CH:33][C:21]=3[N:20]([CH2:34][CH:35]3[CH2:37][CH2:36]3)[C:19]2=[O:38])=[O:25])[CH3:19])=[O:9])[CH2:2][CH2:3][CH2:4][CH2:5]1 |f:1.2|. Reported procedure: Following General Procedure I above using cyclopentyl-α-hydroxyacetic acid (Example P) and 3-(L-alaninyl)-amino-2,4-dioxo-1,5-bis-(cyclopropylmethyl)-2,3,4,5-tetrahydro-1H-1,5-benzodiazepine hydrochloride (Example 8-U), the title compound was prepared as a white foam. Purification was by L.C. 2000 eluting with CH2Cl2/EtOAc (1:1 gradient to 1:2) then flash chromatography eluting with 2:1 EtOAc/CH2Cl2. Rf=0.47 and 0.37 (CH2Cl2/EtOAc, 1:2). Reactants: Br, CCOC(=O)Cc1c(C)n(-c2ncnc3cc(Cl)ccc23)c2ccc(OCc3ccccc3)cc12, CC(=O)[O-], CC(=O)O, [Na+], O. Product: CCOC(=O)Cc1c(C)n(-c2ncnc3cc(Cl)ccc23)c2ccc(O)cc12. As a reaction SMILES: [BrH:36].[CH2:1]([c:2]1[cH:3][cH:4][cH:5][cH:6][cH:7]1)[O:8][c:9]1[cH:10][c:11]2[c:12]([CH2:30][C:31](=[O:32])[O:33][CH2:34][CH3:35])[c:13]([CH3:29])[n:14](-[c:18]3[n:19][cH:20][n:21][c:22]4[cH:23][c:24]([Cl:28])[cH:25][cH:26][c:27]34)[c:15]2[cH:16][cH:17]1.[CH3:38][C:39](=[O:40])[O-:41].[CH3:43][C:44](=[O:45])[OH:46].[Na+:37].[OH2:42]>>[OH:8][c:9]1[cH:10][c:11]2[c:12]([CH2:30][C:31](=[O:32])[O:33][CH2:34][CH3:35])[c:13]([CH3:29])[n:14](-[c:18]3[n:19][cH:20][n:21][c:22]4[cH:23][c:24]([Cl:28])[cH:25][cH:26][c:27]34)[c:15]2[cH:16][cH:17]1. The reactants are N1=CC=C(C=C1)C1=C(NN=C1)C1=CC=C(OCC2=NC3=CC=CC=C3C=C2)C=C1 (2-[-4-(4-Pyridin-4-yl-2H-pyrazol-3-yl)-phenoxymethyl}-quinoline), FC=1C=C(C=CC1OCC1=NC2=CC=CC=C2C=C1)C(CC1=CC=NC=C1)=O (1-[3-Fluoro-4-(quinolin-2-ylmethoxy)-phenyl]-2-pyridin-4-yl-ethanone). The product is FC1=C(OCC2=NC3=CC=CC=C3C=C2)C=CC(=C1)C1=NNC=C1C1=CC=NC=C1 (2-[2-Fluoro-4-(4-pyridin-4-yl-1H-pyrazol-3-yl)-phenoxymethyl]-quinoline). Reaction SMILES: [N:1]1[CH:6]=[CH:5][C:4]([C:7]2[CH:11]=[N:10][NH:9][C:8]=2[C:12]2[CH:29]=[CH:28][C:15]([O:16][CH2:17][C:18]3[CH:27]=[CH:26][C:25]4[C:20](=[CH:21][CH:22]=[CH:23][CH:24]=4)[N:19]=3)=[CH:14][CH:13]=2)=[CH:3][CH:2]=1.[F:30]C1C=C(C(=O)CC2C=CN=CC=2)C=CC=1OCC1C=CC2C(=CC=CC=2)N=1>>[F:30][C:14]1[CH:13]=[C:12]([C:8]2[C:7]([C:4]3[CH:3]=[CH:2][N:1]=[CH:6][CH:5]=3)=[CH:11][NH:10][N:9]=2)[CH:29]=[CH:28][C:15]=1[O:16][CH2:17][C:18]1[CH:27]=[CH:26][C:25]2[C:20](=[CH:21][CH:22]=[CH:23][CH:24]=2)[N:19]=1. Reported procedure: Following the procedure for the preparation of 2-[-4-(4-Pyridin-4-yl-2H-pyrazol-3-yl)-phenoxymethyl}-quinoline but substituting 1-[3-Fluoro-4-(quinolin-2-ylmethoxy)-phenyl]-2-pyridin-4-yl-ethanone provided the title compound. 1H NMR (400 MHz, CDCl3) δ 8.47 (bs, 2H), 8.19 (d, J=8.7 Hz, 1H), 8.05 (d, J=8.3 Hz, 1 H), 7.71 (m, 4H), 7.54 (t, J=7.1 Hz, 1H), 7.18 (m, 3H), 7.07 (m, 2 H), 5.42 (s, 2 H); MS: (M+H m/z=397.0).